This data is from the Open Reaction Database (ORD), a public repository of structured organic reaction records. The task is: describe an organic reaction: reactants, conditions, products, and yield Reactants: C1OC2=C(O1)C=C(C=C2)CCN (methylenedioxyphenethylamine), C1(C=2C(C(=O)O1)=CC=CC2)=O (phthalic anhydride). Run in C(C)(=O)O (acetic acid). Product: C1OC=2C=C(CCN3C(C=4C(C3=O)=CC=CC4)=O)C=CC2O1 (N-(3,4-Methylenedioxy-phenethyl)phthalimide). Reaction SMILES: [CH2:1]1[O:5][C:4]2[CH:6]=[C:7]([CH2:10][CH2:11][NH2:12])[CH:8]=[CH:9][C:3]=2[O:2]1.[C:13]1(=O)[O:18][C:16](=[O:17])[C:15]2=[CH:19][CH:20]=[CH:21][CH:22]=[C:14]12>C(O)(=O)C>[CH2:1]1[O:2][C:3]2[CH:9]=[CH:8][C:7]([CH2:10][CH2:11][N:12]3[C:16](=[O:17])[C:15]4=[CH:19][CH:20]=[CH:21][CH:22]=[C:14]4[C:13]3=[O:18])=[CH:6][C:4]=2[O:5]1. Procedure: Forty-one g of 3,4,-methylenedioxyphenethylamine (0.25 moles) was refluxed with 36 g of phthalic anhydride (0.28 moles) and 65 ml. of acetic acid for 2.5 hours. The mixture was cooled whereupon it solidified. The solid mass was broken up and triturated with water and the solid recovered by filtration. Recrystallization from 300 ml of acetic acid and 125 ml of water gave white crystals of the above-named product, m.p. 139°-140.5°. The reactants are C([O-])([O-])=O.[Na+].[Na+] (sodium carbonate), S(=O)(=O)(OC)OC (dimethyl sulfate), OC1=C(C=C(C=C1)C=CC(C)=O)OCC (4-(4-hydroxy-3-ethoxyphenyl)-3-buten-2-one). Solvent: CC(=O)C (acetone). Yields the product COC1=C(C=C(C=C1)C=CC(C)=O)OCC (4-(4-Methoxy-3-ethoxyphenyl)-3-buten-2-one). Yield: 65.1%. As a reaction SMILES: [C:1](=O)([O-])[O-].[Na+].[Na+].S(OC)(OC)(=O)=O.[OH:14][C:15]1[CH:20]=[CH:19][C:18]([CH:21]=[CH:22][C:23](=[O:25])[CH3:24])=[CH:17][C:16]=1[O:26][CH2:27][CH3:28]>CC(C)=O>[CH3:1][O:14][C:15]1[CH:20]=[CH:19][C:18]([CH:21]=[CH:22][C:23](=[O:25])[CH3:24])=[CH:17][C:16]=1[O:26][CH2:27][CH3:28] |f:0.1.2|. Reported procedure: Anhydrous sodium carbonate (3.98 g) and dimethyl sulfate (3.78 g, 30 mmol) were added to a solution of 4-(4-hydroxy-3-ethoxyphenyl)-3-buten-2-one (6.2 g, 30 mmol) in acetone (40 ml). The reaction mixture was stirred under refluxing for 8 hr. The precipitated yellow solid was filtered, washed with acetone, and then recrystallized from anhydrous ethanol to give 4.3 g of a yellow crystal, mp 95-96° C., yield 65.3%.